Dataset: the Open Reaction Database (ORD), a public repository of structured organic reaction records. Task: describe an organic reaction: reactants, conditions, products, and yield The reactants are C(C)(=O)[O-].[Na+] (sodium acetate), C(#N)CCSC(=CC#N)Cl (1-chloro-2-cyano-vinyl 2-cyano-ethyl sulphide), BrBr (bromine). Run in ClC(C)Cl (dichloroethane). Yields the product C(#N)CCSC(=C(C#N)Br)Cl (2-bromo-1-chloro-2-cyano-vinyl 2-cyano-ethyl sulphide). Yield: 40.5%. Reaction SMILES: [C:1]([CH2:3][CH2:4][S:5][C:6]([Cl:10])=[CH:7][C:8]#[N:9])#[N:2].C([O-])(=O)C.[Na+].[Br:16]Br>ClC(Cl)C>[C:1]([CH2:3][CH2:4][S:5][C:6]([Cl:10])=[C:7]([Br:16])[C:8]#[N:9])#[N:2] |f:1.2|. Procedure: 17.3 g of 1-chloro-2-cyano-vinyl 2-cyano-ethyl sulphide were dissolved in 100 ml of dichloroethane, and 9.8 g of sodium acetate were added. 16 g of bromine were then added dropwise at 20° C. The organic phase was washed with water, concentrated and chromatographed. 10.2 g of 2-bromo-1-chloro-2-cyano-vinyl 2-cyano-ethyl sulphide were obtained as an oil, 1H-NMR: δ=2.6-2.9 (2H) and 3.1-3.5 (2H). Starting materials: [Cl-].[Na+] (sodium chloride), 4-(3-phenylpropyl)-imidazole-2, C1(=CC=CC=C1)CCCC=1N=C(NC1)C(=O)O (4-(3-Phenylpropyl)imidazole-2-carboxylic acid), C(C)(C)(C)OC(CNCCC1=CC=CC=C1)=O (N-(2-phenylethyl)glycine tert-butyl ester), C(C)(C)N(CC)C(C)C (diisopropylethylamine), OC1=CC=CC=2NN=NC21 (hydroxy-benzotriazole), Cl.CN(CCCN=C=NCC)C (1-(3-dimethylaminopropyl)-3-ethyl carbodiimide hydrochloride). The solvent is CN(C=O)C (dimethylformamide), C(C)(=O)OCC.CCCCCC (ethyl acetate hexane). Conditions: time 36 hour. The product is C(C)(C)(C)OC(CN(C(=O)C=1NC(=CN1)CCC)CCC1=CC=CC=C1)=O ({Phenylethyl-[5-(3-propyl)-1H-imidazole-2-carbonyl]amino}acetic acid tert-butyl ester). The yield is 73.0%. Reaction SMILES: C1([CH2:7][CH2:8][CH2:9][C:10]2[N:11]=[C:12]([C:15]([OH:17])=O)[NH:13][CH:14]=2)C=CC=CC=1.[C:18]([O:22][C:23](=[O:34])[CH2:24][NH:25][CH2:26][CH2:27][C:28]1[CH:33]=[CH:32][CH:31]=[CH:30][CH:29]=1)([CH3:21])([CH3:20])[CH3:19].C(N(C(C)C)CC)(C)C.OC1C2N=NNC=2C=CC=1.Cl.CN(C)CCCN=C=NCC.[Cl-].[Na+]>CN(C)C=O.C(OCC)(=O)C.CCCCCC>[C:18]([O:22][C:23](=[O:34])[CH2:24][N:25]([CH2:26][CH2:27][C:28]1[CH:29]=[CH:30][CH:31]=[CH:32][CH:33]=1)[C:15]([C:12]1[NH:11][C:10]([CH2:9][CH2:8][CH3:7])=[CH:14][N:13]=1)=[O:17])([CH3:21])([CH3:19])[CH3:20] |f:4.5,6.7,9.10|. Reported procedure: A 0° C. solution of 4-(3-phenylpropyl)-imidazole-2-carboxylic (13d) (150 mg, 0.65 mmol) and N-(2-phenylethyl)glycine tert-butyl ester (140 mg, 0.59 mmol) in 5 ml of anhydrous dimethylformamide was treated with diisopropylethylamine (154 μl, 0.89 mmol), hydroxy-benzotriazole (160 mg, 1.18 mmol), and 1-(3-dimethylaminopropyl)-3-ethyl carbodiimide hydrochloride (136 mg, 0.71 mmol). After stirring for 36 h, the reaction was poured onto saturated aqueous sodium chloride and extracted with ethyl aceta... Reactants: C1(CCCCC1)CCCCN1CCC(CC1)=C1C2=C(C=CC3=C1C=CC=C3)C=CC=C2 (1-Cyclohexyl-4-[4-(5H-dibenzo[a,d]cyclohepten-5-ylidene)-1-piperidinyl)butane), C[N+]1(CCOCC1)[O-] (N-methylmorpholine-N-oxide), aqueous solution, CC(=O)C (acetone), CC(=O)C (acetone). Reagents/catalysts: [Os](=O)(=O)(=O)=O (osmium tetraoxide). Product: C1(CCCCC1)CCCCN1CCC(CC1)=C1C2=C(C(=C(C3=C1C=CC=C3)O)O)C=CC=C2 (1-Cyclohexyl-4-[4-(10,11-dihydroxy-5H-dibenzo[a,d]cyclohepten-5-ylidene)-1-piperidinyl]butane). As a reaction SMILES: [CH:1]1([CH2:7][CH2:8][CH2:9][CH2:10][N:11]2[CH2:16][CH2:15][C:14](=[C:17]3[C:23]4C=[CH:25][CH:26]=[CH:27][C:22]=4C=C[C:19]4[CH:28]=[CH:29][CH:30]=[CH:31][C:18]3=4)[CH2:13][CH2:12]2)[CH2:6][CH2:5][CH2:4][CH2:3][CH2:2]1.C[N+]1([O-])CC[O:36]CC1.[CH3:40][C:41]([CH3:43])=[O:42]>[Os](=O)(=O)(=O)=O>[CH:1]1([CH2:7][CH2:8][CH2:9][CH2:10][N:11]2[CH2:16][CH2:15][C:14](=[C:17]3[C:23]4[CH:22]=[CH:27][CH:26]=[CH:25][C:43]=4[C:41]([OH:42])=[C:40]([OH:36])[C:19]4[CH:28]=[CH:29][CH:30]=[CH:31][C:18]3=4)[CH2:13][CH2:12]2)[CH2:6][CH2:5][CH2:4][CH2:3][CH2:2]1. Procedure: A osmium tetraoxide (0.4 mmol) in acetone was added to the 50% aqueous solution of acetone dissolved in 1-Cyclohexyl-4-[4-(5H-dibenzo[a,d]cyclohepten-5-ylidene)-1-piperidinyl)butane (4.8 mmol) and N-methylmorpholine-N-oxide (7.2 mmol). The mixture was stirred for over night at ambient temperature. Reactants: NCCC1=CNC2=CC=C(C=C12)C(=O)N1CCOCC1 (4-[[3-(2-aminoethyl)-1H-indol-5-yl]carbonyl] morpholine), CN1CC(=O)N=C1N (creatinine), S(O)(O)(=O)=O (sulphuric acid), O (water), C(C)O (ethanol). The product is N1(CCOCC1)C(=O)C=1C=C2C(=CNC2=CC1)CCNC(OCC1=CC=CC=C1)=O ([2-[5-[(4-Morpholinyl)carbonyl]-1H-indol-3-yl]ethyl]carbamic acid, phenylmethyl ester). Reaction SMILES: [NH2:1][CH2:2][CH2:3][C:4]1[C:12]2[C:7](=[CH:8][CH:9]=[C:10]([C:13]([N:15]3[CH2:20][CH2:19][O:18][CH2:17][CH2:16]3)=[O:14])[CH:11]=2)[NH:6][CH:5]=1.CN1C(N)=N[C:24](=[O:25])[CH2:23]1.S(=O)(=O)(O)O.O.[CH2:35]([OH:37])C>>[N:15]1([C:13]([C:10]2[CH:11]=[C:12]3[C:7](=[CH:8][CH:9]=2)[NH:6][CH:5]=[C:4]3[CH2:3][CH2:2][NH:1][C:35](=[O:37])[O:25][CH2:24][C:23]2[CH:11]=[CH:12][CH:4]=[CH:3][CH:2]=2)=[O:14])[CH2:20][CH2:19][O:18][CH2:17][CH2:16]1. Reported procedure: (ii)c [2-[5-[(4-Morpholinyl)carbonyl]-1H-indol-3-yl]ethyl]carbamic acid, phenylmethyl ester (1.5 g) gave 4-[[3-(2-aminoethyl)-1H-indol-5-yl]carbonyl] morpholine, compound with creatinine, sulphuric acid and water (1:1:1:1) (0.65 g) as a white crystalline solid m.p. 178°-181° C. (from aqueous ethanol) Yield: 68.7%. Procedure: A solution of 2.61 g (14.5 m. mole) of 2-(3-methoxyphenyl)-1,3-propanediamine in 200 ml of methanol is combined with a solution of 3.0 g (14.55 m. mole) of 1,3-bis(methoxycarbonyl)-S-methylisothiourea in 200 ml of methanol and allowed to stand at room temperature over night. The crystalline product which separates is collected, washed with methanol and dried at 78° under vacuum to give 2.62 g of 2-methoxycarbonylamino-5-(3-methoxyphenyl)-1,4,5,6-tetrahydropyrimidine, mp 218°-221°. RXN SMILES: [CH3:1][O:2][C:3]1[CH:4]=[C:5]([CH:9]([CH2:12][NH2:13])[CH2:10][NH2:11])[CH:6]=[CH:7][CH:8]=1.[CH3:14][O:15][C:16]([NH:18][C:19](=NC(OC)=O)SC)=[O:17]>CO>[CH3:14][O:15][C:16]([NH:18][C:19]1[NH:11][CH2:10][CH:9]([C:5]2[CH:6]=[CH:7][CH:8]=[C:3]([O:2][CH3:1])[CH:4]=2)[CH2:12][N:13]=1)=[O:17]. The reactants are COC=1C=C(C=CC1)C(CN)CN (2-(3-methoxyphenyl)-1,3-propanediamine), COC(=O)NC(SC)=NC(=O)OC (1,3-bis(methoxycarbonyl)-S-methylisothiourea). Yields the product COC(=O)NC=1NCC(CN1)C1=CC(=CC=C1)OC (2-methoxycarbonylamino-5-(3-methoxyphenyl)-1,4,5,6-tetrahydropyrimidine). Run in CO (methanol), CO (methanol). Reactants: CO, CC(=O)OC(C)=O, CO, NC(=O)c1[nH]nc(C2OC(CO)C(O)C2O)c1O, Cc1ccccc1. Product: CC(=O)n1nc(C2OC(CO)C(O)C2O)c(O)c1C(N)=O. RXN SMILES: [CH3:19][OH:20].[CH3:21][C:22](=[O:23])[O:24][C:25](=[O:26])[CH3:27].[CH3:35][OH:36].[OH:1][c:2]1[c:3]([CH:10]2[CH:11]([OH:12])[CH:13]([OH:14])[CH:15]([CH2:17][OH:18])[O:16]2)[n:4][nH:5][c:6]1[C:7](=[O:8])[NH2:9].[c:28]1([CH3:29])[cH:30][cH:31][cH:32][cH:33][cH:34]1>>[OH:1][c:2]1[c:3]([CH:10]2[CH:11]([OH:12])[CH:13]([OH:14])[CH:15]([CH2:17][OH:18])[O:16]2)[n:4][n:5]([C:22]([CH3:21])=[O:23])[c:6]1[C:7](=[O:8])[NH2:9]. The reactants are C(C)N1CCOCC1 (N-ethylmorpholine), C1CCC(CC1)N=C=NC2CCCCC2 (DCC), N([C@@H](CCCCNC(=O)OC(C)(C)C)C(=O)N[C@@H](CCCCNC(=O)OC(C)(C)C)C(=O)N[C@@H](CC1=CC=C(C=C1)OC(C)(C)C)C(=O)N[C@@H](CC1=CC=CC=C1)C(=O)O)C(=O)OCC1=CC=CC=C1 (Z-Lys(Boc)-Lys(Boc)-Tyr(But)-Phe-OH), N[C@@H](CCCNC(N)=N)C(=O)OC(C)(C)C.Cl (H-Arg-OBut.HCl), C1=CC=C2C(=C1)C(=O)N(N=N2)O (HOObt). Solvent: CC(=O)N(C)C (dimethylacetamide). Conditions: temperature 0 celsius, time 2 hour. Product: N([C@@H](CCCCNC(=O)OC(C)(C)C)C(=O)N[C@@H](CCCCNC(=O)OC(C)(C)C)C(=O)N[C@@H](CC1=CC=C(C=C1)OC(C)(C)C)C(=O)N[C@@H](CC1=CC=CC=C1)C(=O)N[C@@H](CCCNC(N)=N)C(=O)OC(C)(C)C)C(=O)OCC1=CC=CC=C1 (Z-Lys(Boc)-Lys(Boc)-Tyr(But)-Phe-Arg-OBut). Reaction SMILES: C(N1CCOCC1)C.C1CCC(N=C=N[CH:18]2[CH2:23][CH2:22][CH2:21][CH2:20][CH2:19]2)CC1.[NH:24]([C:84]([O:86][CH2:87]C1C=CC=CC=1)=[O:85])[C@H:25]([C:38]([NH:40][C@H:41]([C:54]([NH:56][C@H:57]([C:70]([NH:72][C@H:73]([C:81](O)=[O:82])[CH2:74][C:75]1[CH:80]=[CH:79][CH:78]=[CH:77][CH:76]=1)=[O:71])[CH2:58][C:59]1[CH:64]=[CH:63][C:62]([O:65][C:66]([CH3:69])([CH3:68])[CH3:67])=[CH:61][CH:60]=1)=[O:55])[CH2:42][CH2:43][CH2:44][CH2:45][NH:46][C:47]([O:49][C:50]([CH3:53])([CH3:52])[CH3:51])=[O:48])=[O:39])[CH2:26][CH2:27][CH2:28][CH2:29][NH:30][C:31]([O:33][C:34]([CH3:37])([CH3:36])[CH3:35])=[O:32].[NH2:94][C@H:95]([C:103]([O:105][C:106]([CH3:109])([CH3:108])[CH3:107])=[O:104])[CH2:96][CH2:97][CH2:98][NH:99][C:100](=[NH:102])[NH2:101].Cl.C1C=C2C(N(O)N=NC2=CC=1)=O>CC(N(C)C)=O>[NH:24]([C:84]([O:86][CH2:87][C:18]1[CH:19]=[CH:20][CH:21]=[CH:22][CH:23]=1)=[O:85])[C@H:25]([C:38]([NH:40][C@H:41]([C:54]([NH:56][C@H:57]([C:70]([NH:72][C@H:73]([C:81]([NH:94][C@H:95]([C:103]([O:105][C:106]([CH3:109])([CH3:108])[CH3:107])=[O:104])[CH2:96][CH2:97][CH2:98][NH:99][C:100](=[NH:101])[NH2:102])=[O:82])[CH2:74][C:75]1[CH:76]=[CH:77][CH:78]=[CH:79][CH:80]=1)=[O:71])[CH2:58][C:59]1[CH:60]=[CH:61][C:62]([O:65][C:66]([CH3:69])([CH3:68])[CH3:67])=[CH:63][CH:64]=1)=[O:55])[CH2:42][CH2:43][CH2:44][CH2:45][NH:46][C:47]([O:49][C:50]([CH3:53])([CH3:51])[CH3:52])=[O:48])=[O:39])[CH2:26][CH2:27][CH2:28][CH2:29][NH:30][C:31]([O:33][C:34]([CH3:35])([CH3:36])[CH3:37])=[O:32] |f:3.4|. Procedure details: 0.26 ml of N-ethylmorpholine and 440 mg of DCC are added at 0° C. to a solution of 1.95 g (2 mmoles) of Z-Lys(Boc)-Lys(Boc)-Tyr(But)-Phe-OH, 606 mg (2 mmoles) of H-Arg-OBut.HCl and 326 mg (2 mmoles) of HOObt in 5 ml of dimethylacetamide. The mixture is first stirred for 2 hours at 0° C. and is left to stand overnight at room temperature. On the following day the precipitate is filtered off and the filtrate is concentrated. Yield 2.5 g. The substance is purified by being recrystallized twice from... Starting materials: CCOC(C)=O, ClCCl, CC(C)(C)OC(=O)NC(CO)c1ccccc1. Yields the product CC(C)(C)OC(=O)NC(C=O)c1ccccc1. Reaction SMILES: [CH3:21][CH2:22][O:23][C:24]([CH3:25])=[O:26].[Cl:18][CH2:19][Cl:20].[OH:1][CH2:2][CH:3]([c:4]1[cH:5][cH:6][cH:7][cH:8][cH:9]1)[NH:10][C:11]([O:12][C:13]([CH3:14])([CH3:15])[CH3:16])=[O:17]>>[O:1]=[CH:2][CH:3]([c:4]1[cH:5][cH:6][cH:7][cH:8][cH:9]1)[NH:10][C:11]([O:12][C:13]([CH3:14])([CH3:15])[CH3:16])=[O:17]. Starting materials: [Cl-].[Mn+2].[Cl-] (manganese chloride), S1N=CC2=C1C=CC=C2 (1,2-benzisothiazolin), O (water). The product is [Cl-].[Mn+2].S1NC(C2=C1C=CC=C2)=O.[Cl-] (1,2-Benzisothiazolin-3-one manganese(II)chloride). Yield: 77.0%. Reaction SMILES: [Cl-:1].[Mn+2:2].[Cl-].[S:4]1[C:8]2[CH:9]=[CH:10][CH:11]=[CH:12][C:7]=2[CH:6]=[N:5]1.[OH2:13]>>[Cl-:1].[Mn+2:2].[S:4]1[C:8]2[CH:9]=[CH:10][CH:11]=[CH:12][C:7]=2[C:6](=[O:13])[NH:5]1.[Cl-:1] |f:0.1.2,5.6.7.8|. Procedure: To a solution of 1.26 g (0.01 mol) of anhydrous manganese chloride was added 4.5 g (0.03 mol) of 1,2-benzisothiazolin in 30 ml of water. The solution was concentrated to give a tan colored solid. The solid was thoroughly washed with dry acetone, filtered and dried at room temperature to yield 3.47 g (77%) of product, m.p. >250° C. The reactants are [I-].C[S+](=O)(C)C (trimethyl sulfoxonium iodide), O (H2O), [H-].[Na+] (sodium hydride), resultant mixture, O=C1CCC(CC1)N1C=NC(=C1C1=NC(=NC=C1)OC)C1=CC=C(C=C1)F (1-(4-oxocyclohexyl)-4-(4-fluorophenyl)-5-[(2-methoxy)pyrimidin-4-yl]imidazole), C1CCOC1 (THF). The solvent is CS(=O)C (DMSO). Reaction conditions: time 4 hour. The product is O1C(C1)C1CCC(CC1)N1C=NC(=C1C1=NC(=NC=C1)OC)C1=CC=C(C=C1)F (1-(4-Oxiranylcyclohexyl)-4-(4-fluorophenyl)-5-[(2-methoxy)pyrimidin-4-yl]imidazole). The yield is 53.0%. Reaction SMILES: [H-].[Na+].[I-].C[S+](C)(C)=O.O=[C:10]1[CH2:15][CH2:14][CH:13]([N:16]2[C:20]([C:21]3[CH:26]=[CH:25][N:24]=[C:23]([O:27][CH3:28])[N:22]=3)=[C:19]([C:29]3[CH:34]=[CH:33][C:32]([F:35])=[CH:31][CH:30]=3)[N:18]=[CH:17]2)[CH2:12][CH2:11]1.O.[CH2:37]1[CH2:41][O:40]CC1>CS(C)=O>[O:40]1[CH2:41][CH:37]1[CH:10]1[CH2:11][CH2:12][CH:13]([N:16]2[C:20]([C:21]3[CH:26]=[CH:25][N:24]=[C:23]([O:27][CH3:28])[N:22]=3)=[C:19]([C:29]3[CH:34]=[CH:33][C:32]([F:35])=[CH:31][CH:30]=3)[N:18]=[CH:17]2)[CH2:14][CH2:15]1 |f:0.1,2.3|. Procedure: Added to a mixture of sodium hydride (0.05 g, 0.88 mmol) in DMSO (1 mL) was trimethyl sulfoxonium iodide (0.29 g, 1.3 mmol). After stirring the resultant mixture 1.5 h. (when gas evolution ceases), 1-(4-oxocyclohexyl)-4-(4-fluorophenyl)-5-[(2-methoxy)pyrimidin-4-yl]imidazole from example 1(j) (0.322 g, 0.88 mmol) suspended in dry THF (4 mL) was added and the mixture was stirred 4 h. The mixture was poured into H2O and extracted with EtOAc. The organic phase was dried (Na2SO4) and concentrated. T...